This data is from the Open Reaction Database (ORD), a public repository of structured organic reaction records. The task is: describe an organic reaction: reactants, conditions, products, and yield Starting materials: NC=1C=CC(=C(C(=O)OCC)C1)C (ethyl 5-amino-2-methylbenzoate), N(=O)[O-].[Na+] (Sodium nitrite). Solvent: S(O)(O)(=O)=O (sulfuric acid), C(C)(=O)OCC (ethyl acetate), O (water). Run at temperature 0 celsius, time 30 minute. Product: OC=1C=CC(=C(C(=O)OCC)C1)C (ethyl 5-hydroxy-2-methylbenzoate). The yield is 86.2%. RXN SMILES: N[C:2]1[CH:3]=[CH:4][C:5]([CH3:13])=[C:6]([CH:12]=1)[C:7]([O:9][CH2:10][CH3:11])=[O:8].N([O-])=[O:15].[Na+]>S(=O)(=O)(O)O.O.C(OCC)(=O)C>[OH:15][C:2]1[CH:3]=[CH:4][C:5]([CH3:13])=[C:6]([CH:12]=1)[C:7]([O:9][CH2:10][CH3:11])=[O:8] |f:1.2|. Procedure: A mixture of ethyl 5-amino-2-methylbenzoate (14.4 g, 80.3 mmol) in aqueous 5% sulfuric acid (300 mL) was cooled with an ice-bath for 15 min. Sodium nitrite (6.09 g, 88.3 mmol) was then added dropwise as a solution in water (50 mL), and the resulting mixture stirred for at 0° C. for 30 min. After this time, the resulting mixture was heated to 60° C. for 18 h. The reaction mixture was then cooled to room temperature and diluted with ethyl acetate (150 mL). The organic layer was separated, dried ov... The reactants are C(C)(C)N(C(C)C)C(=O)N=C=S ((Diisopropylamino)methanoyl isothiocyanate), C(C)(C)N(C(=O)Cl)C(C)C (N,N-diisopropylcarbamic chloride), COC=1C=C2C(=CC=NC2=CC1OC)OC1=CC=C(N)C=C1 (4-[(6,7-Dimethoxy-4-quinolyl)oxy]aniline), C1(=CC=CC=C1)C (toluene). Run in C(C)O (ethanol), C(C)O (ethanol). Run at time 2 hour. The product is C(C)(C)N(C(C)C)C(=O)N=C=S ((Diisopropylamino)methanoyl isothiocyanate), COC=1C=C2C(=CC=NC2=CC1OC)OC1=CC=C(C=C1)NC(=S)NC(=O)N(C(C)C)C(C)C (N-{4-[(6,7-Dimethoxy-4-quinolyl)oxy]phenyl}-{[(diisopropylamino)carbonyl]amino}methanethioamide). Isolated yield 62.0%. RXN SMILES: C(N(C(C)C)C(Cl)=O)(C)C.[CH:11]([N:14]([C:18]([N:20]=[C:21]=[S:22])=[O:19])[CH:15]([CH3:17])[CH3:16])([CH3:13])[CH3:12].[CH3:23][O:24][C:25]1[CH:26]=[C:27]2[C:32](=[CH:33][C:34]=1[O:35][CH3:36])[N:31]=[CH:30][CH:29]=[C:28]2[O:37][C:38]1[CH:44]=[CH:43][C:41]([NH2:42])=[CH:40][CH:39]=1.C1(C)C=CC=CC=1>C(O)C>[CH:11]([N:14]([C:18]([N:20]=[C:21]=[S:22])=[O:19])[CH:15]([CH3:17])[CH3:16])([CH3:12])[CH3:13].[CH3:23][O:24][C:25]1[CH:26]=[C:27]2[C:32](=[CH:33][C:34]=1[O:35][CH3:36])[N:31]=[CH:30][CH:29]=[C:28]2[O:37][C:38]1[CH:39]=[CH:40][C:41]([NH:42][C:21]([NH:20][C:18]([N:14]([CH:15]([CH3:17])[CH3:16])[CH:11]([CH3:12])[CH3:13])=[O:19])=[S:22])=[CH:43][CH:44]=1. Procedure: (Diisopropylamino)methanoyl isothiocyanate was prepared using commercially available N,N-diisopropylcarbamic chloride (80 mg) as a starting compound according to the description of the literature. (Diisopropylamino)methanoyl isothiocyanate was dissolved in ethanol (1 ml) to prepare a solution. 4-[(6,7-Dimethoxy-4-quinolyl)oxy]aniline (50 mg), toluene (5 ml), and ethanol (1 ml) were added to the solution, and the mixture was stirred at room temperature for 2 hr. The reaction solution was concentr...